This data is from the Open Reaction Database (ORD), a public repository of structured organic reaction records. The task is: describe an organic reaction: reactants, conditions, products, and yield The reactants are OC=1C=C2CCCC(C2=CC1)=O (6-hydroxy-1-tetralone), C1=CC2=C(C=C1C=O)OCO2 (piperonal), Cl (hydrochloric acid). Solvent: CO (methanol). Product: OC=1C=C2CCC(C(C2=CC1)=O)=CC1=CC=2OCOC2C=C1 (6-hydroxy-2-piperonylidene-1-tetralone). The yield is 89.8%. Reaction SMILES: [OH:1][C:2]1[CH:3]=[C:4]2[C:9](=[CH:10][CH:11]=1)[C:8](=[O:12])[CH2:7][CH2:6][CH2:5]2.[CH:13]1[C:18]([CH:19]=O)=[CH:17][C:16]2[O:21][CH2:22][O:23][C:15]=2[CH:14]=1.Cl>CO>[OH:1][C:2]1[CH:3]=[C:4]2[C:9](=[CH:10][CH:11]=1)[C:8](=[O:12])[C:7](=[CH:19][C:18]1[CH:13]=[CH:14][C:15]3[O:23][CH2:22][O:21][C:16]=3[CH:17]=1)[CH2:6][CH2:5]2. Procedure details: After 6-hydroxy-1-tetralone 1.0 g and piperonal 1.11 g were added to a mixture of concentrated hydrochloric acid 50 ml and methanol 75 ml, the mixture was refluxed for 0.5 hours and cooled to room temperature, and the precipitated crystals were filtered. The crystals were dried over phosphorous pentoxide for four hours under reduced pressure to obtain the desired compound 1.63 g. Yields the product OC1=C2C(=CC(OC2=CC(=C1)O)=O)CCC (5,7-Dihydroxy-4-n-propylcoumarin). The yield is 99.1%. Reaction SMILES: [C:1]1([CH:9]=[C:7]([OH:8])[CH:6]=[C:4]([OH:5])[CH:3]=1)[OH:2].[C:10]([CH2:15][C:16](OCC)=[O:17])(=O)[CH2:11][CH2:12][CH3:13].FC(F)(F)S(O)(=O)=O>O>[OH:2][C:1]1[CH:9]=[C:7]([OH:8])[CH:6]=[C:4]2[C:3]=1[C:10]([CH2:11][CH2:12][CH3:13])=[CH:15][C:16](=[O:17])[O:5]2. The reactants are 16h, C1(O)=CC(O)=CC(O)=C1 (phloroglucinol), C(CCC)(=O)CC(=O)OCC (ethyl butrylacetate), ice, FC(S(=O)(=O)O)(F)F (trifluoromethanesulfonic acid). Procedure: A suspension of anhydrous phloroglucinol (20.0 g, 0.159 mol) in ethyl butrylacetate (26.3 g; 0.167 mol) was added over 30 min to 50 g of constantly stirred trifluoromethanesulfonic acid cooled in an ice bath. A drying tube was then fined to the reaction vessel and the mixture was stirred for 16h at 25° C., after which the resulting thick paste was combined with ice (200 g) and water (300 mL) with brisk stirring. After 30 min the solid material was collected by vacuum filtration and recrystallise... The solvent is O (water).